Dataset: the Open Reaction Database (ORD), a public repository of structured organic reaction records. Task: describe an organic reaction: reactants, conditions, products, and yield The reactants are C1OC=2C=C(CCN)C=CC2OC1 (3,4-ethylenedioxyphenethylamine), ClC=1C2=C(N=C(N1)C1=CC=NO1)SC(=C2)[N+](=O)[O-] (4-chloro-2-(isoxazol-5-yl)-6-nitro-thieno-[2,3-d]-pyrimidine). The product is O1N=CC=C1C=1N=C(C2=C(N1)SC(=C2)[N+](=O)[O-])NCCC2=CC1=C(C=C2)OCCO1 (2-(isoxazol-5-yl)-4-(3,4-ethylenedioxyphenethylamino)-6-nitro-thieno-[2,3-d]-pyrimidine). RXN SMILES: [CH2:1]1[CH2:13][O:12][C:11]2[CH:10]=[CH:9][C:5]([CH2:6][CH2:7][NH2:8])=[CH:4][C:3]=2[O:2]1.Cl[C:15]1[C:16]2[CH:28]=[C:27]([N+:29]([O-:31])=[O:30])[S:26][C:17]=2[N:18]=[C:19]([C:21]2[O:25][N:24]=[CH:23][CH:22]=2)[N:20]=1>>[O:25]1[C:21]([C:19]2[N:20]=[C:15]([NH:8][CH2:7][CH2:6][C:5]3[CH:9]=[CH:10][C:11]4[O:12][CH2:13][CH2:1][O:2][C:3]=4[CH:4]=3)[C:16]3[CH:28]=[C:27]([N+:29]([O-:31])=[O:30])[S:26][C:17]=3[N:18]=2)=[CH:22][CH:23]=[N:24]1. Procedure details: With the procedure of Example 1, the reaction of 3,4-ethylenedioxyphenethylamine with 4-chloro-2-(isoxazol-5-yl)-6-nitro-thieno-[2,3-d]-pyrimidine yields 2-(isoxazol-5-yl)-4-(3,4-ethylenedioxyphenethylamino)-6-nitro-thieno-[2,3-d]-pyrimidine. The product is O=CCCCCCNC(=O)OCc1ccccc1. Reaction SMILES: [CH2:11]([c:12]1[cH:13][cH:14][cH:15][cH:16][cH:17]1)[O:18][C:19](=[O:20])[NH:21][CH2:22][CH2:23][CH2:24][CH2:25][CH2:26][CH2:27][OH:28].[CH2:29]([N:30]([CH:31]([CH3:32])[CH3:33])[CH:34]([CH3:35])[CH3:36])[CH3:37].[CH2:38]([Cl:39])[Cl:40].[CH3:1][S:2](=[O:3])[CH3:4].[Cl:5][C:6]([C:7]([Cl:8])=[O:9])=[O:10]>>[CH2:11]([c:12]1[cH:13][cH:14][cH:15][cH:16][cH:17]1)[O:18][C:19](=[O:20])[NH:21][CH2:22][CH2:23][CH2:24][CH2:25][CH2:26][CH:27]=[O:28]. Reactants: O=C(NCCCCCCO)OCc1ccccc1, CCN(C(C)C)C(C)C, ClCCl, CS(C)=O, O=C(Cl)C(=O)Cl. Starting materials: C(C)N(CCOC1=C(C=C(C=C1)NC(C)=O)[N+](=O)[O-])CC (N-[4-(2-diethylaminoethoxy)-3-nitrophenyl]acetamide), N (ammonia). Run in Cl (hydrochloric acid). Yields the product C(C)N(CCOC1=C(C=C(C=C1)N)[N+](=O)[O-])CC (4-(2-diethylaminoethoxy)-3-nitrophenylamine). Reaction SMILES: [CH2:1]([N:3]([CH2:20][CH3:21])[CH2:4][CH2:5][O:6][C:7]1[CH:12]=[CH:11][C:10]([NH:13]C(=O)C)=[CH:9][C:8]=1[N+:17]([O-:19])=[O:18])[CH3:2].N>Cl>[CH2:20]([N:3]([CH2:1][CH3:2])[CH2:4][CH2:5][O:6][C:7]1[CH:12]=[CH:11][C:10]([NH2:13])=[CH:9][C:8]=1[N+:17]([O-:19])=[O:18])[CH3:21]. Procedure: A solution of 1.85 g (6.26 mmol) of N-[4-(2-diethylaminoethoxy)-3-nitrophenyl]acetamide in semiconcentrated aqueous hydrochloric acid is stirred for 2 hours at 100° C., cooled to ambient temperature, made basic with ice, and concentrated aqueous ammonia and the aqueous phase is exhaustively extracted with ethyl acetate. The combined organic phases are washed with water and dried over sodium sulfate. Yield: 1.38 g (87% of theory); C12H19N3O3 (M=253.30); calc.: molecular ion peak (M+H)+: 254; foun... The reactants are IC (iodomethane), C(C)(=O)C1=C(C(=C2N1CCN(C2=O)C)OCC2=CC=CC=C2)C(=O)OCC (Ethyl 6-acetyl-8-(benzyloxy)-2-methyl-1-oxo-1,2,3,4-tetrahydro-pyrrolo[1,2-a]-pyrazine-7-carboxylate), C[Si](C)(C)[N-][Si](C)(C)C.[Li+] (lithium bis(trimethylsilyl)amide). The solvent is CN(C)C=O (DMF), CC(C)(C)OC (MTBE). Reaction conditions: temperature -78 celsius, time 15 minute. The product is C(C1=CC=CC=C1)OC=1C(=C(N2C1C(N(CC2)C)=O)C(CC)=O)C(=O)OCC (Ethyl 8-(benzyloxy)-2-methyl-1-oxo-6-propionyl-1,2,3,4-tetrahydropyrrolo[1,2-a]pyrazine-7-carboxylate). Reaction SMILES: [C:1]([C:4]1[N:8]2[CH2:9][CH2:10][N:11]([CH3:14])[C:12](=[O:13])[C:7]2=[C:6]([O:15][CH2:16][C:17]2[CH:22]=[CH:21][CH:20]=[CH:19][CH:18]=2)[C:5]=1[C:23]([O:25][CH2:26][CH3:27])=[O:24])(=[O:3])[CH3:2].[CH3:28][Si]([N-][Si](C)(C)C)(C)C.[Li+].IC>CN(C=O)C.CC(OC)(C)C>[CH2:16]([O:15][C:6]1[C:5]([C:23]([O:25][CH2:26][CH3:27])=[O:24])=[C:4]([C:1](=[O:3])[CH2:2][CH3:28])[N:8]2[CH2:9][CH2:10][N:11]([CH3:14])[C:12](=[O:13])[C:7]=12)[C:17]1[CH:18]=[CH:19][CH:20]=[CH:21][CH:22]=1 |f:1.2|. Procedure details: To a cold (−78° C.) solution of ethyl 6-acetyl-8-(benzyloxy)-2-methyl-1-oxo-1,2,3,4-tetrahydropyrrolo[1,2-a]pyrazine-7-carboxylate (0.60 g, 1.62 mmol; Example 7, step 7) in anhydrous DMF (17 mL), a solution of lithium bis(trimethylsilyl)amide (1.94 mL, 1.94 mmol) in MTBE was added. The mixture was stirred at −78° C. for 15 minutes, treated with iodomethane (0.12 mL, 1.94 mmol), allowed to slowly warm up to room temperature, and stirred at the temperature overnight. The product mixture was concen... Starting materials: [Cl-].[NH4+] (ammonium chloride), B(Br)(Br)Br (boron tribromide), Cl.COC=1C=C2C=3CCNC(C3NC2=CC1)C1(CCC1)C(=O)OCC (Ethyl 1-(6-methoxy-2,3,4,9-tetrahydro-1H-β-carbolin-1-yl)cyclobutanecarboxylate Hydrochloride). The solvent is ClCCl (dicloromethane), ClCCl (dichloromethane). The product is OC=1C=C2C=3CCNC(C3NC2=CC1)C1(CCC1)C(=O)OCC (Ethyl 1-(6-hydroxy-2,3,4,9-tetrahydro-1H-β-carbolin-1-yl)cyclobutanecarboxylate). RXN SMILES: B(Br)(Br)Br.Cl.C[O:7][C:8]1[CH:9]=[C:10]2[C:18](=[CH:19][CH:20]=1)[NH:17][C:16]1[CH:15]([C:21]3([C:25]([O:27][CH2:28][CH3:29])=[O:26])[CH2:24][CH2:23][CH2:22]3)[NH:14][CH2:13][CH2:12][C:11]2=1.[Cl-].[NH4+]>ClCCl>[OH:7][C:8]1[CH:9]=[C:10]2[C:18](=[CH:19][CH:20]=1)[NH:17][C:16]1[CH:15]([C:21]3([C:25]([O:27][CH2:28][CH3:29])=[O:26])[CH2:22][CH2:23][CH2:24]3)[NH:14][CH2:13][CH2:12][C:11]2=1 |f:1.2,3.4|. Procedure details: 12 ml of 1M boron tribromide in dicloromethane are added at −30° C., under an inert atmosphere, to a solution of 2 g of the compound obtained in Example 7 in 50 ml of dichloromethane. After reaction for two hours at ambient temperature, the reaction mixture is hydrolysed with 1 ml of a saturated ammonium chloride solution. The precipitate obtained is filtered off, washed with water and then dried, enabling the expected product to be isolated. Product: ClC1=C(C(=CC=C1)F)NC1=NC2=C(N1C)C=1CC(OC1C(=C2)C(=O)NC2=CC(=CC=C2)C(F)(F)F)(C)C (2-((2-Chloro-6-fluorophenyl)amino)-1,7,7-trimethyl-N-(3-(trifluoromethyl)phenyl)-7,8-dihydro-1H-benzofuro[4,5-d]imidazole-5-carboxamide). Isolated yield 11.0%. Solvent: C1CCOC1 (THF). Reaction SMILES: [Cl:1][C:2]1[CH:7]=[CH:6][CH:5]=[C:4]([F:8])[C:3]=1[NH:9][C:10]1[N:14]([CH3:15])[C:13]2[C:16]3[CH2:17][C:18]([CH3:27])([CH3:26])[O:19][C:20]=3[C:21]([C:23](O)=[O:24])=[CH:22][C:12]=2[N:11]=1.S(Cl)(Cl)=O.[F:32][C:33]([F:42])([F:41])[C:34]1[CH:35]=[C:36]([CH:38]=[CH:39][CH:40]=1)[NH2:37].CCN(C(C)C)C(C)C>C1COCC1>[Cl:1][C:2]1[CH:7]=[CH:6][CH:5]=[C:4]([F:8])[C:3]=1[NH:9][C:10]1[N:14]([CH3:15])[C:13]2[C:16]3[CH2:17][C:18]([CH3:26])([CH3:27])[O:19][C:20]=3[C:21]([C:23]([NH:37][C:36]3[CH:38]=[CH:39][CH:40]=[C:34]([C:33]([F:32])([F:41])[F:42])[CH:35]=3)=[O:24])=[CH:22][C:12]=2[N:11]=1. The reactants are ClC1=C(C(=CC=C1)F)NC1=NC2=C(N1C)C=1CC(OC1C(=C2)C(=O)O)(C)C (2-((2-chloro-6-fluorophenyl)amino)-1,7,7-trimethyl-7,8-dihydro-1H-benzofuro[4,5-d]imidazole-5-carboxylic acid), CCN(C(C)C)C(C)C (DIPEA), S(=O)(Cl)Cl (thionyl chloride), FC(C=1C=C(N)C=CC1)(F)F (3-trifluoromethyl aniline). Procedure: The title compound was prepared by following the procedure as described for Example-108 using 2-((2-chloro-6-fluorophenyl)amino)-1,7,7-trimethyl-7,8-dihydro-1H-benzofuro[4,5-d]imidazole-5-carboxylic acid (Intermediate-49, 0.100 g, 0.256 mmol), thionyl chloride (2.0 mL), 3-trifluoromethyl aniline (0.124 g, 0.769 mmol), THF (5.0 mL) and DIPEA (2 mL). The obtained crude product was purified by column chromatography on basic alumina eluting with 0.7-1.0% MeOH:DCM to afford 0.015 g of the desired pro...